This data is from the Open Reaction Database (ORD), a public repository of structured organic reaction records. The task is: describe an organic reaction: reactants, conditions, products, and yield Reactants: CC1=C(C=C(C=C1)[N+](=O)[O-])NC=1C(C(=O)O)=CC(=CC1)OC (N-(2′-methyl-5′-nitrophenyl)-5-methoxyanthranilic acid), P(=O)(Cl)(Cl)Cl (phosphorous oxychloride). The product is ClC=1C2=CC(=CC=C2N=C2C(=CC=C(C12)[N+](=O)[O-])C)OC (9-chloro-7-methoxy-4-methyl-1-nitroacridine). The yield is 68.0%. As a reaction SMILES: [CH3:1][C:2]1[CH:7]=[CH:6][C:5]([N+:8]([O-:10])=[O:9])=[CH:4][C:3]=1[NH:11][C:12]1[C:13](=[CH:17][C:18]([O:21][CH3:22])=[CH:19][CH:20]=1)[C:14](O)=O.P(Cl)(Cl)([Cl:25])=O>>[Cl:25][C:14]1[C:13]2[C:12]([N:11]=[C:3]3[C:4]=1[C:5]([N+:8]([O-:10])=[O:9])=[CH:6][CH:7]=[C:2]3[CH3:1])=[CH:20][CH:19]=[C:18]([O:21][CH3:22])[CH:17]=2. Procedure details: N-(2′-methyl-5′-nitrophenyl)-5-methoxyanthranilic acid (7.2 g) is heated in phosphorous oxychloride (60 ml) at 120° C. for 1 hour. Excess phosphorous oxychloride is distilled off under reduced pressure, and the residue poured slowly into a stirred mixture of chloroform, concentrated ammonium hydroxide and ice. The separated chloroformic layer is washed with water and dried using magnesium sulfate. Chloroform is evaporated to dryness, and the residue is crystallized from benzene to give 9-chloro-... Product: CCOC(Cc1ccc(OCC=C(C)c2ccc(Br)cc2)cc1)C(=O)O. Reaction SMILES: [Br:3][c:4]1[cH:5][cH:6][c:7]([C:10](=[CH:11][CH2:12][O:13][c:14]2[cH:15][cH:16][c:17]([CH2:20][CH:21]([C:22](=[O:23])[O:24][CH2:25][CH3:26])[O:27][CH2:28][CH3:29])[cH:18][cH:19]2)[CH3:30])[cH:8][cH:9]1.[CH3:31][CH2:32][OH:33].[Na+:2].[OH-:1]>>[Br:3][c:4]1[cH:5][cH:6][c:7]([C:10](=[CH:11][CH2:12][O:13][c:14]2[cH:15][cH:16][c:17]([CH2:20][CH:21]([C:22](=[O:23])[OH:24])[O:27][CH2:28][CH3:29])[cH:18][cH:19]2)[CH3:30])[cH:8][cH:9]1. The reactants are CCOC(=O)C(Cc1ccc(OCC=C(C)c2ccc(Br)cc2)cc1)OCC, CCO, [Na+], [OH-].